Dataset: the Open Reaction Database (ORD), a public repository of structured organic reaction records. Task: describe an organic reaction: reactants, conditions, products, and yield Starting materials: Cl[Si](C1C2=CC=CC=C2C=2C=CC=CC12)(C1=CC=CC=C1)C1=CC=CC=C1 (Chlorodiphenyl-1-(9-fluorenyl)silane), solution, C1(C=CC=C1)[Na] (cyclopentadienylsodium), C1=CC=CC1 (cyclopentadiene), [H-].[Na+] (sodium hydride). The solvent is C1(=CC=CC=C1)C (toluene), O (water), O1CCCC1 (tetrahydrofuran), O1CCCC1 (THF). Run at time 3 hour. The product is C1(C=CC=C1)[Si](C1C2=CC=CC=C2C=2C=CC=CC12)(C1=CC=CC=C1)C1=CC=CC=C1 (1-Cyclopentadienyl-1,1-diphenyl-1-(9-fluorenyl)silane). Yield: 65.0%. Reaction SMILES: Cl[Si:2]([C:22]1[CH:27]=[CH:26][CH:25]=[CH:24][CH:23]=1)([C:16]1[CH:21]=[CH:20][CH:19]=[CH:18][CH:17]=1)[CH:3]1[C:15]2[CH:14]=[CH:13][CH:12]=[CH:11][C:10]=2[C:9]2[C:4]1=[CH:5][CH:6]=[CH:7][CH:8]=2.[CH:28]1([Na])[CH:32]=[CH:31][CH:30]=[CH:29]1.C1CC=CC=1.[H-].[Na+]>O1CCCC1.C1(C)C=CC=CC=1.O>[CH:31]1([Si:2]([C:16]2[CH:21]=[CH:20][CH:19]=[CH:18][CH:17]=2)([C:22]2[CH:23]=[CH:24][CH:25]=[CH:26][CH:27]=2)[CH:3]2[C:4]3[CH:5]=[CH:6][CH:7]=[CH:8][C:9]=3[C:10]3[C:15]2=[CH:14][CH:13]=[CH:12][CH:11]=3)[CH:30]=[CH:29][CH:28]=[CH:32]1 |f:3.4|. Procedure details: 80 g (0.21 mol) of (2a) were added at 10° C. to an about 2 molar solution of cyclopentadienylsodium in tetrahydrofuran (THF), prepared from 27.8 g (0.42 mol) of freshly cracked cyclopentadiene and 16.7 g (0.42 mol) of 60% strength sodium hydride (as an oil suspension) in 200 ml of THF and the reaction mixture was stirred at room temperature for 3 hours. 300 ml of water and 400 ml of toluene were subsequently added. After phase separation, extraction with a further 250 ml of toluene and drying ov...